From a dataset of the Open Reaction Database (ORD), a public repository of structured organic reaction records. describe an organic reaction: reactants, conditions, products, and yield Reactants: C1(=CC=CC=C1)P(=S)(S)C1=CC=CC=C1 (diphenylphosphinodithioic acid), NC(=CC#N)C1=CC=C(C=C1)C(C)(F)F (3-amino-3-[4-(1,1-difluoroethyl)phenyl]acrylonitrile). The solvent is CC(C)O (propan-2-ol), CCOC(=O)C (EtOAc). Conditions: temperature 45 celsius. The product is NC(=CC(=S)N)C1=CC=C(C=C1)C(C)(F)F (3-amino-3-[4-(1,1-difluoroethyl)-phenyl]thioacrylamide). Isolated yield 67.2%. Reaction SMILES: C1(P(C2C=CC=CC=2)(S)=[S:8])C=CC=CC=1.[NH2:16][C:17]([C:21]1[CH:26]=[CH:25][C:24]([C:27]([F:30])([F:29])[CH3:28])=[CH:23][CH:22]=1)=[CH:18][C:19]#[N:20]>CC(O)C.CCOC(C)=O>[NH2:16][C:17]([C:21]1[CH:26]=[CH:25][C:24]([C:27]([F:29])([F:30])[CH3:28])=[CH:23][CH:22]=1)=[CH:18][C:19]([NH2:20])=[S:8]. Procedure: Add diphenylphosphinodithioic acid (13.2 g, 52.9 mmol) to a solution of 3-amino-3-[4-(1,1-difluoroethyl)phenyl]acrylonitrile (5.50 g, 26.4 mmol) in propan-2-ol (264 mL). Heat to 45° C. for 4 h. Dilute with EtOAc (400 mL), wash with brine 3× (100 mL), and evaporate. Crystallize from EtOAc/hexane to afford 3-amino-3-[4-(1,1-difluoroethyl)-phenyl]thioacrylamide. Yield: 67.2%. ES-MS: m/e 243.0 (m+1). Reactants: CO (methanol), BrC(C(=O)C1=CC=C(C=C1)C)(C)C (2-bromo-2-methyl-1-(4-methylphenyl)-1-propanone), CC1=C(C=C(C=C1C)C)O (2,3,5-trimethylphenol), C([O-])([O-])=O.[K+].[K+] (potassium carbonate). Run in CS(=O)C (dimethyl sulfoxide), CS(=O)C (DMSO), O (water). Run at temperature 35 celsius, time 24 hour. Product: CC(C(=O)C1=CC=C(C=C1)C)(C)OC1=C(C(=CC(=C1)C)C)C (2-methyl-1-(4-methylphenyl)-2-(2,3,5-trimethylphenoxy)-1-propanone). Isolated yield 87.0%. RXN SMILES: Br[C:2]([CH3:13])([CH3:12])[C:3]([C:5]1[CH:10]=[CH:9][C:8]([CH3:11])=[CH:7][CH:6]=1)=[O:4].[CH3:14][C:15]1[C:20]([CH3:21])=[CH:19][C:18]([CH3:22])=[CH:17][C:16]=1[OH:23].C(=O)([O-])[O-].[K+].[K+].CO>CS(C)=O.O>[CH3:12][C:2]([O:23][C:16]1[CH:17]=[C:18]([CH3:22])[CH:19]=[C:20]([CH3:21])[C:15]=1[CH3:14])([CH3:13])[C:3]([C:5]1[CH:10]=[CH:9][C:8]([CH3:11])=[CH:7][CH:6]=1)=[O:4] |f:2.3.4|. Reported procedure: 2-bromo-2-methyl-1-(4-methylphenyl)-1-propanone (422 g) in dimethyl sulfoxide (DMSO, 681 mL) was added dropwise to a solution of 2,3,5-trimethylphenol (136.19 g) and potassium carbonate (276.4 g) in DMSO (681 mL), followed by stirring at 35° C. for 24 hours. To the mixture were added dropwise methanol (953 mL) warmed to 55° C. and then water (953 mL). The mixture was stirred at 55° C. for 30 minutes and then at 40° C. for 1 hour. Precipitated crystals were filtered and suspended in methanol (204... Reactants: [Br-].FC1=C(C[Zn+])C(=CC=C1)F ((2,6-difluorobenzyl)zinc(II) bromide), ClC=1C=C(C(=O)OC)C=CN1 (Methyl 2-chloroisonicotinate), Cl (HCl). The reagents and catalysts are C=1C=CC(=CC1)[P](C=2C=CC=CC2)(C=3C=CC=CC3)[Pd]([P](C=4C=CC=CC4)(C=5C=CC=CC5)C=6C=CC=CC6)([P](C=7C=CC=CC7)(C=8C=CC=CC8)C=9C=CC=CC9)[P](C=1C=CC=CC1)(C=1C=CC=CC1)C=1C=CC=CC1 (Pd(PPh3)4). Solvent: C1CCOC1 (THF). Conditions: temperature 60 celsius, time 4 hour. Product: FC1=C(CC=2C=C(C(=O)OC)C=CN2)C(=CC=C1)F (methyl 2-(2,6-difluorobenzyl)isonicotinate). The yield is 58.5%. RXN SMILES: Cl[C:2]1[CH:3]=[C:4]([CH:9]=[CH:10][N:11]=1)[C:5]([O:7][CH3:8])=[O:6].[Br-].[F:13][C:14]1[CH:21]=[CH:20][CH:19]=[C:18]([F:22])[C:15]=1[CH2:16][Zn+].Cl>C1COCC1.C1C=CC([P]([Pd]([P](C2C=CC=CC=2)(C2C=CC=CC=2)C2C=CC=CC=2)([P](C2C=CC=CC=2)(C2C=CC=CC=2)C2C=CC=CC=2)[P](C2C=CC=CC=2)(C2C=CC=CC=2)C2C=CC=CC=2)(C2C=CC=CC=2)C2C=CC=CC=2)=CC=1>[F:13][C:14]1[CH:21]=[CH:20][CH:19]=[C:18]([F:22])[C:15]=1[CH2:16][C:2]1[CH:3]=[C:4]([CH:9]=[CH:10][N:11]=1)[C:5]([O:7][CH3:8])=[O:6] |f:1.2,^1:32,34,53,72|. Procedure: Methyl 2-chloroisonicotinate (5.600 g, 32.64 mmol) and Pd(PPh3)4 (0.754 g, 0.65 mmol) were dissolved in THF (100 mL) under nitrogen and (2,6-difluorobenzyl)zinc(II) bromide (0.5 M in THF, 100 mL, 50.00 mmol) was added and the resulting solution was stirred at 60° C. for 4 h before it was cooled to room temperature and quenched with methanol (50.0 mL). The mixture was diluted with EtOAc and washed with satd NH4Cl. The organic phase was dried with MgSO4, filtered and evaporated. The crude product ... Reactants: C[Si](C)(C)[N-][Si](C)(C)C, ClCCCCI, O=C(O)Cc1cccc(F)c1, [Na+]. RXN SMILES: [CH3:13][Si:14]([N-:15][Si:16]([CH3:17])([CH3:18])[CH3:19])([CH3:20])[CH3:21].[Cl:22][CH2:23][CH2:24][CH2:25][CH2:26][I:27].[F:1][c:2]1[cH:3][c:4]([CH2:8][C:9](=[O:10])[OH:11])[cH:5][cH:6][cH:7]1.[Na+:12]>>[F:1][c:2]1[cH:3][c:4]([CH:8]([C:9](=[O:10])[OH:11])[CH2:26][CH2:25][CH2:24][CH2:23][Cl:22])[cH:5][cH:6][cH:7]1. Product: O=C(O)C(CCCCCl)c1cccc(F)c1. Reactants: CS(C)=O, CCN(C(C)C)C(C)C, CC(C)N1CCC(c2nc3cc(-c4ccc(F)cc4Cl)nc(Cl)n3n2)CC1, Cl, Cl, NCCNc1ccc(C(=O)C(F)(F)F)c(N)n1. Yields the product CC(C)N1CCC(c2nc3cc(-c4ccc(F)cc4Cl)nc(NCCNc4ccc(C(=O)C(F)(F)F)c(N)n4)n3n2)CC1. RXN SMILES: [CH3:56][S:57]([CH3:58])=[O:59].[CH:47]([N:48]([CH2:49][CH3:50])[CH:51]([CH3:52])[CH3:53])([CH3:54])[CH3:55].[Cl:2][c:3]1[n:4][c:5](-[c:21]2[c:22]([Cl:28])[cH:23][c:24]([F:27])[cH:25][cH:26]2)[cH:6][c:7]2[n:8]1[n:9][c:10]([CH:12]1[CH2:13][CH2:14][N:15]([CH:18]([CH3:19])[CH3:20])[CH2:16][CH2:17]1)[n:11]2.[ClH:1].[ClH:29].[NH2:30][c:31]1[n:32][c:33]([NH:43][CH2:44][CH2:45][NH2:46])[cH:34][cH:35][c:36]1[C:37]([C:38]([F:39])([F:40])[F:41])=[O:42]>>[c:3]1([NH:46][CH2:45][CH2:44][NH:43][c:33]2[n:32][c:31]([NH2:30])[c:36]([C:37]([C:38]([F:39])([F:40])[F:41])=[O:42])[cH:35][cH:34]2)[n:4][c:5](-[c:21]2[c:22]([Cl:28])[cH:23][c:24]([F:27])[cH:25][cH:26]2)[cH:6][c:7]2[n:8]1[n:9][c:10]([CH:12]1[CH2:13][CH2:14][N:15]([CH:18]([CH3:19])[CH3:20])[CH2:16][CH2:17]1)[n:11]2. Starting materials: CCOC(=O)CP(=O)(OCC)OCC, CCO, O=C(c1ccc(F)cc1)c1ccc(C#Cc2ccccc2)cc1, [Na]. The product is CCOC(=O)C=C(c1ccc(F)cc1)c1ccc(C#Cc2ccccc2)cc1. Reaction SMILES: [CH3:2][CH2:3][O:4][C:5](=[O:6])[CH2:7][P:8]([O:9][CH2:10][CH3:11])([O:12][CH2:13][CH3:14])=[O:15].[CH3:39][CH2:40][OH:41].[F:16][c:17]1[cH:18][cH:19][c:20]([C:23](=[O:24])[c:25]2[cH:26][cH:27][c:28]([C:31]#[C:32][c:33]3[cH:34][cH:35][cH:36][cH:37][cH:38]3)[cH:29][cH:30]2)[cH:21][cH:22]1.[Na:1]>>[CH3:2][CH2:3][O:4][C:5](=[O:6])[CH:7]=[C:23]([c:20]1[cH:19][cH:18][c:17]([F:16])[cH:22][cH:21]1)[c:25]1[cH:26][cH:27][c:28]([C:31]#[C:32][c:33]2[cH:34][cH:35][cH:36][cH:37][cH:38]2)[cH:29][cH:30]1.